Dataset: the Open Reaction Database (ORD), a public repository of structured organic reaction records. Task: describe an organic reaction: reactants, conditions, products, and yield The reactants are C1(CCCCC1)N(C(=O)NC1=CC=C(C=C1)[N+](=O)[O-])C[C@@H]1CC[C@H](CC1)CN(C(=O)NC1=CC=C(C=C1)[N+](=O)[O-])C1CCCCC1 (trans-1,4-bis[[1-cyclohexyl-3-(4-nitrophenyl)ureido]-metyl]cyclohexane), [H][H] (Hydrogen). Reagents/catalysts: [Pd] (palladium), [C].[Pd] (palladium carbon). The solvent is CN(C)C=O (DMF). Product: C1(CCCCC1)N(C(=O)NC1=CC=C(C=C1)N)C[C@@H]1CC[C@H](CC1)CN(C(=O)NC1=CC=C(C=C1)N)C1CCCCC1 (Trans-1,4-bis[[1-cyclohexyl-3-(4-aminophenyl)ureido]methyl]cyclohexane). Yield: 106.6%. Reaction SMILES: [CH:1]1([N:7]([CH2:20][C@H:21]2[CH2:26][CH2:25][C@H:24]([CH2:27][N:28]([CH:41]3[CH2:46][CH2:45][CH2:44][CH2:43][CH2:42]3)[C:29]([NH:31][C:32]3[CH:37]=[CH:36][C:35]([N+:38]([O-])=O)=[CH:34][CH:33]=3)=[O:30])[CH2:23][CH2:22]2)[C:8]([NH:10][C:11]2[CH:16]=[CH:15][C:14]([N+:17]([O-])=O)=[CH:13][CH:12]=2)=[O:9])[CH2:6][CH2:5][CH2:4][CH2:3][CH2:2]1.[H][H]>[C].[Pd].[Pd].CN(C=O)C>[CH:1]1([N:7]([CH2:20][C@H:21]2[CH2:26][CH2:25][C@H:24]([CH2:27][N:28]([CH:41]3[CH2:46][CH2:45][CH2:44][CH2:43][CH2:42]3)[C:29]([NH:31][C:32]3[CH:37]=[CH:36][C:35]([NH2:38])=[CH:34][CH:33]=3)=[O:30])[CH2:23][CH2:22]2)[C:8]([NH:10][C:11]2[CH:12]=[CH:13][C:14]([NH2:17])=[CH:15][CH:16]=2)=[O:9])[CH2:2][CH2:3][CH2:4][CH2:5][CH2:6]1 |f:2.3|. Procedure: A 0.6 g quantity of 10% palladium carbon was added to 100 ml of a DMF solution containing 5.7 g of trans-1,4-bis[[1-cyclohexyl-3-(4-nitrophenyl)ureido]-metyl]cyclohexane synthesized in accordance with Example 2. Hydrogen was added at ordinal pressure and normal temperature for 15 hours. After completion of the reaction, palladium was separated by filtration and the reaction mixture was concentrated under reduced pressure. The reaction mixture was dissolved in chloroform and a 4N hydrochloric aci...